From a dataset of the Open Reaction Database (ORD), a public repository of structured organic reaction records. describe an organic reaction: reactants, conditions, products, and yield Starting materials: C(C(C)C)[Al](CC(C)C)CC(C)C (triisobutyl aluminium), NC=1SC=CN1 (2-aminothiazole), C1(=CC=CC=C1)C=1C(=C(C(=NC1C1=CC=CC=C1)C(F)(F)F)C(=O)OCC)O (Ethyl 5,6-diphenyl-4-hydroxy-2-(trifluoromethyl)-3-pyridine carboxylate). Solvent: C1(=CC=CC=C1)C (toluene), C(Cl)Cl (methylene chloride). Conditions: time 20 minute. Yields the product C1(=CC=CC=C1)C=1C(=C(C(=NC1C1=CC=CC=C1)C(F)(F)F)C(=O)NC=1SC=CN1)O (5,6-diphenyl-4-hydroxy-N-(2-thiazolyl)-2-trifluoromethyl-3-pyridine-carboxamide). Yield: 72.0%. Reaction SMILES: [NH2:1][C:2]1[S:3][CH:4]=[CH:5][N:6]=1.C([Al](CC(C)C)CC(C)C)C(C)C.[C:20]1([C:26]2[C:27]([OH:47])=[C:28]([C:42](OCC)=[O:43])[C:29]([C:38]([F:41])([F:40])[F:39])=[N:30][C:31]=2[C:32]2[CH:37]=[CH:36][CH:35]=[CH:34][CH:33]=2)[CH:25]=[CH:24][CH:23]=[CH:22][CH:21]=1>C(Cl)Cl.C1(C)C=CC=CC=1>[C:20]1([C:26]2[C:27]([OH:47])=[C:28]([C:42]([NH:1][C:2]3[S:3][CH:4]=[CH:5][N:6]=3)=[O:43])[C:29]([C:38]([F:40])([F:41])[F:39])=[N:30][C:31]=2[C:32]2[CH:37]=[CH:36][CH:35]=[CH:34][CH:33]=2)[CH:21]=[CH:22][CH:23]=[CH:24][CH:25]=1. Procedure: 3.22 g of 2-aminothiazole were cooled to +2° C. in 80 ml of methylene chloride, and while maintaining the temperature between +2° and +5° C. 17.9 ml of triisobutyl aluminium in toluene (0.9M) were added and stirred for 20 minutes. 2.5 g of the product of Step D were then introduced all at once into the mixture and the temperature was brought up progressively to reflux and kept there for 24 hours then lowered to the ambient. The mixture was concentrated to dryness under reduced pressure and 50 ml... The reactants are COC(CN=C(C1=CC=CC=C1)C1=CC=CC=C1)=O (N-diphenylmethylideneglycine methyl ester), C(C)(=O)Cl (acetyl chloride), CC(C)(C)[O-].[K+] (Potassium tert-butylate), Cl (HCl). Run in C1CCOC1 (THF), C1CCOC1 (THF), C1CCOC1 (THF). Conditions: time 30 minute. The product is Cl.COC(C(N)C(C)=O)=O (α-Acetylglycine Methyl Ester Hydrochloride). RXN SMILES: [CH3:1][C:2]([O-:5])(C)C.[K+].[CH3:7][O:8][C:9](=[O:25])[CH2:10][N:11]=C(C1C=CC=CC=1)C1C=CC=CC=1.C([Cl:29])(=O)C.Cl>C1COCC1>[ClH:29].[CH3:7][O:8][C:9](=[O:25])[CH:10]([C:2](=[O:5])[CH3:1])[NH2:11] |f:0.1,6.7|. Reported procedure: Potassium tert-butylate (17.8 g, 157.9 mmol) was introduced into THF (120 ml), and a solution of N-diphenylmethylideneglycine methyl ester (40 g, 157.9 mmol) in THF (60 ml) was added at −70° C. After the yellowish solution had been stirred for 30 minutes at this temperature, it was added dropwise at −70° C. to a solution of acetyl chloride (12.4 g, 157.9 mmol) in THF (70 ml). After the mixture had been stirred at this temperature for 1.75 hours, 3N HCl (160 ml) was added, and the yellowish suspe...